From a dataset of the Open Reaction Database (ORD), a public repository of structured organic reaction records. describe an organic reaction: reactants, conditions, products, and yield Starting materials: CC(=CCBr)C (dimethylallyl bromide), C(C)(C)(C)OC(CC(C(=O)O)CC(C)C)=O (2-isobutyl-succinic acid-4-t-butyl ester), C[Si]([N-][Si](C)(C)C)(C)C.[Li+] (lithium hexamethyldisilazide), solution, [Cl-].[NH4+] (ammonium chloride). Reported procedure: Cyanide 3 (0.86 g, 7.1 mmol) in THF (30 mL) was added dropwise over 1 hour to a stirring mixture of lithium hexamethyldisilazide (7.8 mL of a 1 M solution in THF, 7.8 mmol) in THF (40 mL) at −78° C. under argon. The mixture was allowed to warm to −40° C. and stirred for 2 hours. The mixture was cooled to −78° C. and dimethylallyl bromide (1.3 mL, 10.6 mmol) was added. The mixture was stirred for a further 2 hours at −78° C. and then allowed to warm to room temperature overnight. Saturated ammoni... Run at temperature -40 celsius, time 2 hour. Isolated yield 95.1%. Reaction SMILES: C([O:5][C:6](=[O:16])[CH2:7][CH:8]([CH2:12][CH:13]([CH3:15])[CH3:14])[C:9](O)=O)(C)(C)C.C[Si](C)(C)[N-][Si](C)(C)C.[Li+].CC(C)=CCBr.[Cl-].[NH4+]>C1COCC1.CCOCC.Cl>[CH2:12]([CH:8]1[CH2:9][O:16][C:6](=[O:5])[CH2:7]1)[CH:13]([CH3:14])[CH3:15] |f:1.2,4.5|. Solvent: CCOCC (ether), Cl (hydrochloric acid), C1CCOC1 (THF), C1CCOC1 (THF), C1CCOC1 (THF). The product is C(C(C)C)C1CC(OC1)=O (4-Isobutyl-dihydro-furan-2-one). Starting materials: C(C=C)[C@@]1(C(N([C@@H]([C@H](C1)C1=CC(=CC=C1)Cl)C1=CC=C(C=C1)Cl)[C@@H](CC)CCCC(C)=O)=O)C ((3S,5R,6S)-3-allyl-5-(3-chlorophenyl)-6-(4-chlorophenyl)-3-methyl-1-((S)-7-oxooctan-3-yl)piperidin-2-one), C[Mg]Br (methylmagnesium bromide). Run in C1CCOC1 (THF), C1(=CC=CC=C1)C (toluene), C1CCOC1 (THF). Run at time 2 hour. Yields the product C(C=C)[C@@]1(C(N([C@@H]([C@H](C1)C1=CC(=CC=C1)Cl)C1=CC=C(C=C1)Cl)[C@@H](CC)CCCC(C)(C)O)=O)C ((3S,5R,6S)-3-allyl-5-(3-chlorophenyl)-6-(4-chlorophenyl)-1-((S)-7-hydroxy-7-methyloctan-3-yl)-3-methylpiperidin-2-one). Reaction SMILES: [CH2:1]([C@@:4]1([CH3:34])[CH2:9][C@H:8]([C:10]2[CH:15]=[CH:14][CH:13]=[C:12]([Cl:16])[CH:11]=2)[C@@H:7]([C:17]2[CH:22]=[CH:21][C:20]([Cl:23])=[CH:19][CH:18]=2)[N:6]([C@H:24]([CH2:27][CH2:28][CH2:29][C:30](=[O:32])[CH3:31])[CH2:25][CH3:26])[C:5]1=[O:33])[CH:2]=[CH2:3].[CH3:35][Mg]Br>C1COCC1.C1(C)C=CC=CC=1>[CH2:1]([C@@:4]1([CH3:34])[CH2:9][C@H:8]([C:10]2[CH:15]=[CH:14][CH:13]=[C:12]([Cl:16])[CH:11]=2)[C@@H:7]([C:17]2[CH:18]=[CH:19][C:20]([Cl:23])=[CH:21][CH:22]=2)[N:6]([C@H:24]([CH2:27][CH2:28][CH2:29][C:30]([OH:32])([CH3:35])[CH3:31])[CH2:25][CH3:26])[C:5]1=[O:33])[CH:2]=[CH2:3]. Procedure: To a solution of (3S,5R,6S)-3-allyl-5-(3-chlorophenyl)-6-(4-chlorophenyl)-3-methyl-1-((S)-7-oxooctan-3-yl)piperidin-2-one prepared above in Step C (122 mg, 0.244 mmol) in THF (2.4 mL) was added 1.4 M methylmagnesium bromide in toluene and THF (75:25) (522 μL, 0.731 mmol) at 0° C. Then the reaction was allowed to warm to rt and stirred for 2 h. The reaction was quenched (sat NH4Cl solution), extracted (2×EtOAc), and washed (sat. aq. NaCl solution). The combined organic layers were dried (Na2SO4) ... Reactants: C(=O)C1N(CCN(C1)C(=O)OC(C)(C)C)C(=O)OCC1=CC=CC=C1 (1-benzyl 4-tert-butyl 2-formylpiperazine-1,4-dicarboxylate), ClC=1C=C(C=CC1Cl)NC(=O)N1CCNCC1 (N-(3,4-dichlorophenyl)piperazine-1-carboxamide), CCN(C(C)C)C(C)C (DIPEA), [O-]S(=O)(=O)[O-].[Mg+2] (MgSO4), C([O-])(O)=O.[Na+] (sodium bicarbonate), C(C)(=O)O[BH-](OC(C)=O)OC(C)=O.[Na+] (sodium triacetoxyborohydride). Solvent: C1CCOC1 (THF), C(C)(=O)OCC (ethyl acetate). Procedure details: To 1-benzyl 4-tert-butyl 2-formylpiperazine-1,4-dicarboxylate (227 mg) in THF (20 ml) were added N-(3,4-dichlorophenyl)piperazine-1-carboxamide (179 mg), DIPEA (319 ul) DMF (1.6 ml) and MgSO4 (30 mg) the mixture stirred at room temperature for 30 minutes, sodium triacetoxyborohydride (277 mg) added and stirring continued for 16 hours at room temperature. Saturated aqueous sodium bicarbonate and ethyl acetate were added. The organic phase was dried (MgSO4) and evaporated to give the title compoun... Reaction SMILES: [CH:1]([CH:3]1[CH2:8][N:7]([C:9]([O:11][C:12]([CH3:15])([CH3:14])[CH3:13])=[O:10])[CH2:6][CH2:5][N:4]1[C:16]([O:18][CH2:19][C:20]1[CH:25]=[CH:24][CH:23]=[CH:22][CH:21]=1)=[O:17])=O.[Cl:26][C:27]1[CH:28]=[C:29]([NH:34][C:35]([N:37]2[CH2:42][CH2:41][NH:40][CH2:39][CH2:38]2)=[O:36])[CH:30]=[CH:31][C:32]=1[Cl:33].CCN(C(C)C)C(C)C.[O-]S([O-])(=O)=O.[Mg+2].C(O[BH-](OC(=O)C)OC(=O)C)(=O)C.[Na+].C(=O)(O)[O-].[Na+]>C1COCC1.C(OCC)(=O)C>[Cl:26][C:27]1[CH:28]=[C:29]([NH:34][C:35]([N:37]2[CH2:42][CH2:41][N:40]([CH2:1][CH:3]3[CH2:8][N:7]([C:9]([O:11][C:12]([CH3:13])([CH3:14])[CH3:15])=[O:10])[CH2:6][CH2:5][N:4]3[C:16]([O:18][CH2:19][C:20]3[CH:25]=[CH:24][CH:23]=[CH:22][CH:21]=3)=[O:17])[CH2:39][CH2:38]2)=[O:36])[CH:30]=[CH:31][C:32]=1[Cl:33] |f:3.4,5.6,7.8|. The yield is 84.0%. Run at time 30 minute. Yields the product ClC=1C=C(C=CC1Cl)NC(=O)N1CCN(CC1)CC1N(CCN(C1)C(=O)OC(C)(C)C)C(=O)OCC1=CC=CC=C1 (1-Benzyl 4-tert-butyl 2-[(4-{[(3,4-dichlorophenyl)amino]carbonyl}piperazin-1-yl)methyl]piperazine-1,4-dicarboxylate), gum. Starting materials: ClCC(=O)Cl (chloroacetyl chloride), ClC1=CC=C2CC(NC2=C1)=O (6-chloro-1,3-dihydro-2H-indol-2-one), Formula III. The product is ClCC(=O)C=1C=C2CC(NC2=CC1Cl)=O (5-(2-chloroacetyl)-6-chloro-2-oxindole), Formula IV. As a reaction SMILES: [Cl:1][C:2]1[CH:10]=[C:9]2[C:5]([CH2:6][C:7](=[O:11])[NH:8]2)=[CH:4][CH:3]=1.[Cl:12][CH2:13][C:14](Cl)=[O:15]>>[Cl:12][CH2:13][C:14]([C:3]1[CH:4]=[C:5]2[C:9](=[CH:10][C:2]=1[Cl:1])[NH:8][C:7](=[O:11])[CH2:6]2)=[O:15]. Reported procedure: Step a) involves acylation of a composition comprising 6-chloro-1,3-dihydro-2H-indol-2-one of Formula III with chloroacetyl chloride by Friedel-Crafts acylation to obtain 5-(2-chloroacetyl)-6-chloro-2-oxindole of Formula IV. Reactants: BrCCCCCCCCCCCO (11-Bromoundecanol), N1CCCCC1 (piperidine), Br.N1CCCCC1 (piperidine hydrobromide). As a reaction SMILES: Br[CH2:2][CH2:3][CH2:4][CH2:5][CH2:6][CH2:7][CH2:8][CH2:9][CH2:10][CH2:11][CH2:12][OH:13].[NH:14]1[CH2:19][CH2:18][CH2:17][CH2:16][CH2:15]1.Br.N1CCCCC1>>[OH:13][CH2:12][CH2:11][CH2:10][CH2:9][CH2:8][CH2:7][CH2:6][CH2:5][CH2:4][CH2:3][CH2:2][N:14]1[CH2:19][CH2:18][CH2:17][CH2:16][CH2:15]1 |f:2.3|. Procedure: 11-Bromoundecanol (11.00 g., 43.79 mmole) was dissolved in 100 ml. of piperidine and heated at reflux temperature for 18 hours. The reaction mixture was allowed to cool and most of the precipitated piperidine hydrobromide was removed by filtration. The excess piperidine is removed by simple distillation and the resultant solid residue is recrystallized from ethanol and water. After drying, 10.78 g. (96.3% yield) of 1-hydroxy-11-(N-piperidyl)undecane was obtained. m.p. 62°-65° C., 1H-NMR (200 MHz... Yields the product OCCCCCCCCCCCN1CCCCC1 (1-hydroxy-11-(N-piperidyl)undecane). The yield is 96.3%. Product: C(=O)(C(F)(F)F)O.C([C@H]([C@@H](CS)O)O)S.O (TFA DTT Water). The reactants are C([C@H]([C@@H](CS)O)O)S (DTT), C(=O)(C(F)(F)F)O (TFA), peptide. Conditions: temperature 15 celsius, time 10.5 hour. The solvent is O (H2O). RXN SMILES: [CH2:1]([SH:8])[C@@H:2]([OH:7])[C@H:3]([OH:6])[CH2:4][SH:5].[C:9]([OH:15])([C:11]([F:14])([F:13])[F:12])=[O:10]>O>[C:9]([OH:15])([C:11]([F:14])([F:13])[F:12])=[O:10].[CH2:1]([SH:8])[C@@H:2]([OH:7])[C@H:3]([OH:6])[CH2:4][SH:5].[OH2:6] |f:3.4.5|. Procedure details: Into a 1000 mL double jacketed flask (5.75 g, 37.1 mmol) DTT, 5.75 mL H2O and (102.5 mL, 1220 mmol) TFA were added and the solution was cooled to 15° C. internal temperature. The peptide solution was then added within 10-15 min and the addition funnel was rinsed with 5.0 mL methylene chloride. The intensive yellow reaction solution was stirred at 14° C.-16° C. internal temperature for 10.5 h. The reactants are Amide, CC=1C=CC=2N(C1)C=C(N2)C2=CC=C(N)C=C2 (4-(6-methylimidazo[1,2-a]pyridin-2-yl)aniline), FC=1C=C(C(=O)Cl)C=CC1OC (3-fluoro-4-methoxybenzoyl chloride). Run in N1=CC=CC=C1 (pyridine). The product is FC=1C=C(C(=O)NC2=CC=C(C=C2)C=2N=C3N(C=C(C=C3)C)C2)C=CC1OC (3-Fluoro-4-methoxy-N-[4-(6-methylimidazo[1,2-a]pyridin-2-yl)phenyl]benzamide). Isolated yield 71.0%. As a reaction SMILES: [CH3:1][C:2]1[CH:3]=[CH:4][C:5]2[N:6]([CH:8]=[C:9]([C:11]3[CH:17]=[CH:16][C:14]([NH2:15])=[CH:13][CH:12]=3)[N:10]=2)[CH:7]=1.[F:18][C:19]1[CH:20]=[C:21]([CH:25]=[CH:26][C:27]=1[O:28][CH3:29])[C:22](Cl)=[O:23]>N1C=CC=CC=1>[F:18][C:19]1[CH:20]=[C:21]([CH:25]=[CH:26][C:27]=1[O:28][CH3:29])[C:22]([NH:15][C:14]1[CH:16]=[CH:17][C:11]([C:9]2[N:10]=[C:5]3[CH:4]=[CH:3][C:2]([CH3:1])=[CH:7][N:6]3[CH:8]=2)=[CH:12][CH:13]=1)=[O:23]. Reported procedure: Prepared as described in the Amide Coupling section using 4-(6-methylimidazo[1,2-a]pyridin-2-yl)aniline (0.30 g, 1.34 mmol) and 3-fluoro-4-methoxybenzoyl chloride (0.25 g, 1.34 mmol) in dry pyridine (14 ml) to give the title compound (0.357 g, 71%) as small, colourless needles after work-up, flash chromatography (DCM/MeOH 18:1) and recrystallisation from 1,4-dioxane. Reactants: CC1=CC(=NC(=C1)CCC)N1C(=CC=C1C)C (4-methyl-2-(2,5-dimethylpyrrol-1-yl)-6-propylpyridine), Cl.NO (hydroxylamine hydrochloride), [OH-].[K+] (potassium hydroxide). The solvent is C(C)O.O (ethanol water). Yields the product NC1=NC(=CC(=C1)C)CCC (2-amino-4-methyl-6-propylpyridine). RXN SMILES: [CH3:1][C:2]1[CH:7]=[C:6]([CH2:8][CH2:9][CH3:10])[N:5]=[C:4]([N:11]2C(C)=CC=C2C)[CH:3]=1.Cl.NO.[OH-].[K+]>C(O)C.O>[NH2:11][C:4]1[CH:3]=[C:2]([CH3:1])[CH:7]=[C:6]([CH2:8][CH2:9][CH3:10])[N:5]=1 |f:1.2,3.4,5.6|. Procedure: By analogy to Example 56, Step B, 4-methyl-2-(2,5-dimethylpyrrol-1-yl)-6-propylpyridine was treated with 4,6 equivalents of hydroxylamine hydrochloride and 2.8 equivalents of potassium hydroxide in refluxing ethanol/water to yield 2-amino-4-methyl-6-propylpyridine.